From a dataset of the Open Reaction Database (ORD), a public repository of structured organic reaction records. describe an organic reaction: reactants, conditions, products, and yield The reactants are COC1=C(CN)C=CC(=C1)OC (2,4-dimethoxybenzylamine), FC=1C=C(C#N)C=CN1 (2-fluoroisonicotinonitrile). Yields the product COC1=C(CNC=2C=C(C#N)C=CN2)C=CC(=C1)OC (2-((2,4-dimethoxybenzyl)amino)isonicotinonitrile). Reaction SMILES: [CH3:1][O:2][C:3]1[CH:10]=[C:9]([O:11][CH3:12])[CH:8]=[CH:7][C:4]=1[CH2:5][NH2:6].F[C:14]1[CH:15]=[C:16]([CH:19]=[CH:20][N:21]=1)[C:17]#[N:18]>>[CH3:1][O:2][C:3]1[CH:10]=[C:9]([O:11][CH3:12])[CH:8]=[CH:7][C:4]=1[CH2:5][NH:6][C:14]1[CH:15]=[C:16]([CH:19]=[CH:20][N:21]=1)[C:17]#[N:18]. Reported procedure: The title compound was prepared according to the method described for Preparation 20 using 2,4-dimethoxybenzylamine and 2-fluoroisonicotinonitrile. Reactants: O=C([O-])[O-], O=C1CC(NC(=O)OCc2ccccc2)C(=O)O1, COC(=O)C(N)Cc1ccccc1, CC(=O)O, CCOC(C)=O, Cl, [K+], [K+], O. Product: COC(=O)C(Cc1ccccc1)NC(=O)C(CC(=O)O)NC(=O)OCc1ccccc1. As a reaction SMILES: [C:33](=[O:34])([O-:35])[O-:36].[CH2:1]([c:2]1[cH:3][cH:4][cH:5][cH:6][cH:7]1)[O:8][C:9](=[O:10])[NH:11][CH:12]1[CH2:13][C:14](=[O:15])[O:16][C:17]1=[O:18].[CH3:20][O:21][C:22]([CH:23]([NH2:24])[CH2:25][c:26]1[cH:27][cH:28][cH:29][cH:30][cH:31]1)=[O:32].[CH3:39][C:40](=[O:41])[OH:42].[CH3:43][CH2:44][O:45][C:46](=[O:47])[CH3:48].[ClH:19].[K+:37].[K+:38].[OH2:49]>>[CH2:1]([c:2]1[cH:3][cH:4][cH:5][cH:6][cH:7]1)[O:8][C:9](=[O:10])[NH:11][CH:12]([CH2:13][C:14](=[O:15])[OH:16])[C:17](=[O:18])[NH:24][CH:23]([C:22]([O:21][CH3:20])=[O:32])[CH2:25][c:26]1[cH:27][cH:28][cH:29][cH:30][cH:31]1.